Task: describe an organic reaction: reactants, conditions, products, and yield. Dataset: the Open Reaction Database (ORD), a public repository of structured organic reaction records Reactants: BrC1=CC(=C(C=C1)C(\C=C\N(C)C)=O)[N+](=O)[O-] ((2E)-1-(4-bromo-2-nitrophenyl)-3-(dimethylamino)prop-2-en-1-one), Cl.C1(CCCC1)NN (cyclopentylhydrazine hydrochloride), [OH-].[Na+] (sodium hydroxide), O.C(C)(=O)OCC (water ethyl acetate). Solvent: C(C)(=O)O (acetic acid). Reaction conditions: time 60 hour. Yields the product BrC1=CC(=C(C=C1)C1=CC=NN1C1CCCC1)[N+](=O)[O-] (5-(4-bromo-2-nitrophenyl)-1-cyclopentyl-1H-pyrazole). Isolated yield 72.7%. RXN SMILES: [Br:1][C:2]1[CH:7]=[CH:6][C:5]([C:8](=O)/[CH:9]=[CH:10]/[N:11](C)C)=[C:4]([N+:15]([O-:17])=[O:16])[CH:3]=1.Cl.[CH:19]1([NH:24]N)[CH2:23][CH2:22][CH2:21][CH2:20]1.O.C(OCC)(=O)C.[OH-].[Na+]>C(O)(=O)C>[Br:1][C:2]1[CH:7]=[CH:6][C:5]([C:8]2[N:24]([CH:19]3[CH2:23][CH2:22][CH2:21][CH2:20]3)[N:11]=[CH:10][CH:9]=2)=[C:4]([N+:15]([O-:17])=[O:16])[CH:3]=1 |f:1.2,3.4,5.6|. Procedure: Under a nitrogen atmosphere, to a solution of 1.15 g of (2E)-1-(4-bromo-2-nitrophenyl)-3-(dimethylamino)prop-2-en-1-one in 9.2 mL of acetic acid was added 1.05 g of cyclopentylhydrazine hydrochloride, followed by stirring at room temperature for 60 hours. The reaction mixture was poured into a mixture of water/ethyl acetate, followed by adjusting to pH 10 with a 6 M aqueous sodium hydroxide solution. The aqueous layer was separated, and then the organic layer was washed with water and saturated ...